Dataset: the Open Reaction Database (ORD), a public repository of structured organic reaction records. Task: describe an organic reaction: reactants, conditions, products, and yield Starting materials: C=C(C)CC(C(=O)OC)c1cc(-c2ccc(C(F)(F)F)cc2)nc(-c2cc(C(F)(F)F)cc(C(F)(F)F)c2)c1, CO. Product: COC(=O)C(CC(C)C)c1cc(-c2ccc(C(F)(F)F)cc2)nc(-c2cc(C(F)(F)F)cc(C(F)(F)F)c2)c1. RXN SMILES: [CH3:1][O:2][C:3]([CH:4]([CH2:5][C:6](=[CH2:7])[CH3:8])[c:9]1[cH:10][c:11](-[c:25]2[cH:26][c:27]([C:35]([F:36])([F:37])[F:38])[cH:28][c:29]([C:31]([F:32])([F:33])[F:34])[cH:30]2)[n:12][c:13](-[c:15]2[cH:16][cH:17][c:18]([C:21]([F:22])([F:23])[F:24])[cH:19][cH:20]2)[cH:14]1)=[O:39].[CH3:40][OH:41]>>[CH3:1][O:2][C:3]([CH:4]([CH2:5][CH:6]([CH3:7])[CH3:8])[c:9]1[cH:10][c:11](-[c:25]2[cH:26][c:27]([C:35]([F:36])([F:37])[F:38])[cH:28][c:29]([C:31]([F:32])([F:33])[F:34])[cH:30]2)[n:12][c:13](-[c:15]2[cH:16][cH:17][c:18]([C:21]([F:22])([F:23])[F:24])[cH:19][cH:20]2)[cH:14]1)=[O:39].